From a dataset of the Open Reaction Database (ORD), a public repository of structured organic reaction records. describe an organic reaction: reactants, conditions, products, and yield The reactants are N1CCC(CC1)C(=O)OCC (ethyl piperidine-4-carboxylate), CI (methyl iodide), C([O-])([O-])=O.[K+].[K+] (potassium carbonate). Run in C(C)#N (acetonitrile). Reaction conditions: time 2 hour. The product is CN1CCC(CC1)C(=O)O (1-methylpiperidine-4-carboxylic acid). Yield: 41.6%. Reaction SMILES: [NH:1]1[CH2:6][CH2:5][CH:4]([C:7]([O:9]CC)=[O:8])[CH2:3][CH2:2]1.CI.[C:14](=O)([O-])[O-].[K+].[K+]>C(#N)C>[CH3:14][N:1]1[CH2:2][CH2:3][CH:4]([C:7]([OH:9])=[O:8])[CH2:5][CH2:6]1 |f:2.3.4|. Procedure: A mixture of ethyl piperidine-4-carboxylate (4.72 g), methyl iodide (2.24 mL), potassium carbonate (8.29 g) and acetonitrile (50 mL) was stirred at room temperature for 2 hrs. The reaction mixture was concentrated under reduced pressure and water (150 mL) was added. The mixture was extracted with ethyl acetate (150 mL). The ethyl acetate layer was washed with saturated brine (100 mL), dried over anhydrous magnesium sulfate, and concentrated under reduced pressure. A 1N aqueous sodium hydroxide s... Procedure details: A solution of 8-acetamido-2-tetralone (15.5 g. 76 mmol), benzylamine (16.3 g, 150 mmol) and tosic acid (0.2 g) in benzene (200 mL) and DMF (50 mL) was refluxed with a Dean-Stark trap attached for 18 h. The solvent was evaporated and the residue dissolved in 1:1 methanol:THF (250 mL). After cooling in an ice bath, sodium cyanoborohydride was added and the mixture warmed to room temperature and stirred for 5 h. The mixture was basified with 12.5% NaOH and the solvent concentrated. The residue was ... The product is C(C)(=O)NC1=CC=CC=2CCC(CC12)NCC1=CC=CC=C1 (1-Acetamido-7-benzylamino-5,6,7,8-tetrahydronaphthalene). The reagents and catalysts are CC1=CC=C(C=C1)S(=O)(=O)O (tosic acid). Starting materials: C(C)(=O)NC=1C=CC=C2CCC(CC12)=O (8-acetamido-2-tetralone), C(C1=CC=CC=C1)N (benzylamine). The solvent is C1=CC=CC=C1 (benzene), CN(C)C=O (DMF). Conditions: time 18 hour. Isolated yield 67.0%. RXN SMILES: [C:1]([NH:4][C:5]1[CH:6]=[CH:7][CH:8]=[C:9]2[C:14]=1[CH2:13][C:12](=O)[CH2:11][CH2:10]2)(=[O:3])[CH3:2].[CH2:16]([NH2:23])[C:17]1[CH:22]=[CH:21][CH:20]=[CH:19][CH:18]=1>C1C=CC=CC=1.CN(C=O)C.CC1C=CC(S(O)(=O)=O)=CC=1>[C:1]([NH:4][C:5]1[C:14]2[CH2:13][CH:12]([NH:23][CH2:16][C:17]3[CH:22]=[CH:21][CH:20]=[CH:19][CH:18]=3)[CH2:11][CH2:10][C:9]=2[CH:8]=[CH:7][CH:6]=1)(=[O:3])[CH3:2]. The reactants are [H][H] (hydrogen), C(#N)C(CP(OCC)(=O)C(OCC)OCC)C (ethyl 2-cyanopropyl(diethoxymethyl)phosphinate), solution, N (ammonia). The reagents and catalysts are [Ni] (Raney Nickel). The solvent is C(C)O (ethanol), C(C)O (ethanol). Yields the product NCC(CP(OCC)(=O)C(OCC)OCC)C (ethyl 3-amino-2-methylpropyl(diethoxymethyl)phosphinate). RXN SMILES: [C:1]([CH:3]([CH3:17])[CH2:4][P:5]([CH:10]([O:14][CH2:15][CH3:16])[O:11][CH2:12][CH3:13])(=[O:9])[O:6][CH2:7][CH3:8])#[N:2].N.[H][H]>C(O)C.[Ni]>[NH2:2][CH2:1][CH:3]([CH3:17])[CH2:4][P:5]([CH:10]([O:14][CH2:15][CH3:16])[O:11][CH2:12][CH3:13])(=[O:9])[O:6][CH2:7][CH3:8]. Procedure details: A solution of 17.0 g of ethyl 2-cyanopropyl(diethoxymethyl)phosphinate in 150 ml of ethanol is added to 155 g of an 8% solution of ammonia in ethanol. To this are added 10 ml of Raney Nickel and the resulting mixture is hydrogenated at 1 bar until the theoretical amount of hydrogen has been taken up. The mixture is then filtered, the filtrate is concentrated under reduced pressure and the crude product is distilled under reduced pressure to give ethyl 3-amino-2-methylpropyl(diethoxymethyl)phosph...